The task is: describe an organic reaction: reactants, conditions, products, and yield. This data is from the Open Reaction Database (ORD), a public repository of structured organic reaction records. Starting materials: ClC=1C=C(C(=O)OO)C=CC1 (m-chloroperoxybenzoic acid), COC(=O)NNC1=CC=C(C=2CC(OC21)C)C (2-(2,3-dihydro-2,4-dimethylbenzofuran-7-yl)hydrazinecarboxylic acid methyl ester). Run in C(Cl)Cl (methylene chloride), C(Cl)Cl (methylene chloride). Reaction conditions: temperature 37 celsius, time 18 hour. Yields the product COC(=O)N=NC1=CC=C(C=2CC(OC21)C)C ((2,3-dihydro-2,4-dimethylbenzofuran-7-yl)diazenecarboxylic acid methyl ester). RXN SMILES: ClC1C=C(C=CC=1)C(OO)=O.[CH3:12][O:13][C:14]([NH:16][NH:17][C:18]1[C:26]2[O:25][CH:24]([CH3:27])[CH2:23][C:22]=2[C:21]([CH3:28])=[CH:20][CH:19]=1)=[O:15]>C(Cl)Cl>[CH3:12][O:13][C:14]([N:16]=[N:17][C:18]1[C:26]2[O:25][CH:24]([CH3:27])[CH2:23][C:22]=2[C:21]([CH3:28])=[CH:20][CH:19]=1)=[O:15]. Reported procedure: A solution of 5.3 g of 85% m-chloroperoxybenzoic acid (MCPBA) in 100 ml of methylene chloride was added slowly to a solution of 6.2 g of 1F in 100 ml of methylene chloride, at room temperature. The mixture warmed to about 37° C. It was allowed to cool to room temperature, let stand for 18 hours, washed with 10% aqueous sodium carbonate solution, then water, then the liquid phases were separated. The methylene chloride phase was dried (MgSO4) and the solvent was evaporated. The residue was crysta...